This data is from the Open Reaction Database (ORD), a public repository of structured organic reaction records. The task is: describe an organic reaction: reactants, conditions, products, and yield The reactants are ClCCl, Fc1ccc(-c2cc(Cn3cnc4cnc5cccnc5c43)on2)cc1, [NH4+], [OH-], O=C(OO)c1cccc(Cl)c1, Cc1ccc(S(=O)(=O)Cl)cc1. Product: [O-][n+]1cc2ncn(Cc3cc(-c4ccc(F)cc4)no3)c2c2ncccc21. Reaction SMILES: [Cl:51][CH2:52][Cl:53].[F:12][c:13]1[cH:14][cH:15][c:16](-[c:19]2[n:20][o:21][c:22]([CH2:24][n:25]3[cH:26][n:27][c:28]4[cH:29][n:30][c:31]5[cH:32][cH:33][cH:34][n:35][c:36]5[c:37]34)[cH:23]2)[cH:17][cH:18]1.[NH4+:38].[OH-:39].[OH:1][O:2][C:3]([c:4]1[cH:5][c:6]([Cl:7])[cH:8][cH:9][cH:10]1)=[O:11].[c:40]1([CH3:41])[cH:42][cH:43][c:44]([S:45]([Cl:46])(=[O:47])=[O:48])[cH:49][cH:50]1>>[O-:1][n+:30]1[cH:29][c:28]2[n:27][cH:26][n:25]([CH2:24][c:22]3[o:21][n:20][c:19](-[c:16]4[cH:15][cH:14][c:13]([F:12])[cH:18][cH:17]4)[cH:23]3)[c:37]2[c:36]2[c:31]1[cH:32][cH:33][cH:34][n:35]2.